Dataset: the Open Reaction Database (ORD), a public repository of structured organic reaction records. Task: describe an organic reaction: reactants, conditions, products, and yield Starting materials: C(C)(C)N(C(C)C)CC (N,N-diisopropylethylamine), ClC1=CC(=NC=C1C(=O)OCC)Cl (ethyl 4,6-dichloronicotinate), C(C=C)N(N)C(=O)OC(C)(C)C (tert-butyl 1-allylhydrazinecarboxylate). Run in O1CCCC1 (tetrahydrofuran), O (water), O1CCCC1 (tetrahydrofuran), C1(=CC=CC=C1)C (toluene). Run at temperature 70 celsius, time 8 hour. The product is C(C=C)N(NC1=CC(=NC=C1C(=O)OCC)Cl)C(=O)OC(C)(C)C (ethyl 4-[2-allyl-2-(tert-butoxycarbonyl)hydrazino]-6-chloronicotinate). Yield: 18.2%. As a reaction SMILES: C(N(CC)C(C)C)(C)C.Cl[C:11]1[C:16]([C:17]([O:19][CH2:20][CH3:21])=[O:18])=[CH:15][N:14]=[C:13]([Cl:22])[CH:12]=1.[CH2:23]([N:26]([C:28]([O:30][C:31]([CH3:34])([CH3:33])[CH3:32])=[O:29])[NH2:27])[CH:24]=[CH2:25]>O.O1CCCC1.C1(C)C=CC=CC=1>[CH2:23]([N:26]([C:28]([O:30][C:31]([CH3:34])([CH3:33])[CH3:32])=[O:29])[NH:27][C:11]1[C:16]([C:17]([O:19][CH2:20][CH3:21])=[O:18])=[CH:15][N:14]=[C:13]([Cl:22])[CH:12]=1)[CH:24]=[CH2:25]. Procedure details: 7.0 mL of N,N-diisopropylethylamine was added to tetrahydrofuran (70 mL) solution of 4.40 g of ethyl 4,6-dichloronicotinate and 3.44 g of tert-butyl 1-allylhydrazinecarboxylate obtained in Production Example 1-1, and stirred overnight at 70° C. 30 mL of toluene was added to the reaction liquid, and tetrahydrofuran was evaporated away. This was stirred at 120° C. for 6 hours, and then heated overnight under reflux. The reaction liquid was restored to room temperature, water was added thereto, and... The reactants are ClCCCl (1,2-dichloroethane), [Cl-].[Al+3].[Cl-].[Cl-] (aluminum chloride), 2-(4-methoxyphenyl)-3-benozyl-6-methoxybenzothiophene, COC1=CC=C(C=C1)C=1SC2=C(C1)C=CC(=C2)OC (2-(4-methoxyphenyl)-6-methoxybenzothiophene), C(C1=CC=CC=C1)(=O)Cl (benzoyl chloride). The solvent is O (water). Product: COC1=CC=C(C=C1)C=1SC2=C(C1C(C1=CC=CC=C1)=O)C=CC(=C2)OC (2-(4-methoxyphenyl)-3-benzoyl-6-methoxybenzothiophene). Reaction SMILES: ClCCCl.[CH3:5][O:6][C:7]1[CH:12]=[CH:11][C:10]([C:13]2[S:14][C:15]3[CH:21]=[C:20]([O:22][CH3:23])[CH:19]=[CH:18][C:16]=3[CH:17]=2)=[CH:9][CH:8]=1.[C:24](Cl)(=[O:31])[C:25]1[CH:30]=[CH:29][CH:28]=[CH:27][CH:26]=1.[Cl-].[Al+3].[Cl-].[Cl-]>O>[CH3:5][O:6][C:7]1[CH:12]=[CH:11][C:10]([C:13]2[S:14][C:15]3[CH:21]=[C:20]([O:22][CH3:23])[CH:19]=[CH:18][C:16]=3[C:17]=2[C:24](=[O:31])[C:25]2[CH:30]=[CH:29][CH:28]=[CH:27][CH:26]=2)=[CH:9][CH:8]=1 |f:3.4.5.6|. Procedure: To 300 ml. of 1,2-dichloroethane maintained at 0° C. were added 6.0 g. (0.022 mole) of 2-(4-methoxyphenyl)-6-methoxybenzothiophene and 3.10 g. (0.022 mole) of benzoyl chloride. The mixture was stirred vigorously, and 3.2 g. (0.024 mole) of aluminum chloride were added in small portions. The resulting red solution was stirred for one hour, and water then was added. The yellow organic layer was separated, washed with 200 ml. of 1N sodium hydroxide and then with 200 ml. of saturated sodium chloride... Starting materials: COCCC[Mg]Cl (3-Methoxypropyl-magnesium chloride), ClC(Cl)P (dichloromethylphosphine), ClCCCOC (1 -chloro-3-methoxypropane), Mg. Product: COCCCP(C)CCCOC (bis(3-methoxypropyl)methylphosphine). The yield is 68.0%. RXN SMILES: [CH3:1][O:2][CH2:3][CH2:4][CH2:5][Mg]Cl.Cl[CH2:9][CH2:10][CH2:11][O:12][CH3:13].Cl[CH:15]([PH2:17])Cl>>[CH3:1][O:2][CH2:3][CH2:4][CH2:5][P:17]([CH2:9][CH2:10][CH2:11][O:12][CH3:13])[CH3:15]. Procedure: 3-Methoxypropyl-magnesium chloride was generated from 1 -chloro-3-methoxypropane (10.0 g, 92.0 mmol) and Mg metal (2.26 g, 93.0 mmol) and reacted with dichloromethylphosphine (4.1 ml, 0.46 mmol) according to General Method I. The residue was purified by fractional distillation (bp=110° C. @2.8 mm Hg) affording 5.9 g (68%) of bis(3-methoxypropyl)methylphosphine as a mobile colorless oil. 31 pNMR(Benzene-d6):δ-43.3. MS (HREI) m/z=192.1279 (192.1279 calc'd for C9H21O2P). Starting materials: CCO, CC(C)N(C(=O)C=C(c1ccccc1)c1ccccc1C(F)(F)F)C(C)C. Yields the product CC(C)N(C(=O)CC(c1ccccc1)c1ccccc1C(F)(F)F)C(C)C. Reaction SMILES: [CH3:28][CH2:29][OH:30].[CH:1]([CH3:2])([CH3:3])[N:4]([C:5]([CH:6]=[C:7]([c:8]1[cH:9][cH:10][cH:11][cH:12][cH:13]1)[c:14]1[c:15]([C:20]([F:21])([F:22])[F:23])[cH:16][cH:17][cH:18][cH:19]1)=[O:24])[CH:25]([CH3:26])[CH3:27]>>[CH:1]([CH3:2])([CH3:3])[N:4]([C:5]([CH2:6][CH:7]([c:8]1[cH:9][cH:10][cH:11][cH:12][cH:13]1)[c:14]1[c:15]([C:20]([F:21])([F:22])[F:23])[cH:16][cH:17][cH:18][cH:19]1)=[O:24])[CH:25]([CH3:26])[CH3:27]. Product: COC(=O)C1(CN(CCC1C=O)CC1=CC=CC=C1)CC1=CC=CC=C1 (1,3-Dibenzyl-4-Formyl-Piperidine-3-Carboxylic Acid Methyl Ester). RXN SMILES: [CH3:1][O:2][C:3]([C:5]1([CH2:21][C:22]2[CH:27]=[CH:26][CH:25]=[CH:24][CH:23]=2)[C:10](=[CH:11][O:12]C)[CH2:9][CH2:8][N:7]([CH2:14][C:15]2[CH:20]=[CH:19][CH:18]=[CH:17][CH:16]=2)[CH2:6]1)=[O:4].[OH-].[Na+]>C1COCC1.Cl>[CH3:1][O:2][C:3]([C:5]1([CH2:21][C:22]2[CH:23]=[CH:24][CH:25]=[CH:26][CH:27]=2)[CH:10]([CH:11]=[O:12])[CH2:9][CH2:8][N:7]([CH2:14][C:15]2[CH:16]=[CH:17][CH:18]=[CH:19][CH:20]=2)[CH2:6]1)=[O:4] |f:1.2|. Reactants: COC(=O)C1(CN(CCC1=COC)CC1=CC=CC=C1)CC1=CC=CC=C1 (1,3-Dibenzyl-4-Methoxymethylene-Piperidine-3-Carboxylic Acid Methyl Ester), [OH-].[Na+] (NaOH). Procedure details: A solution of the compound of Example 200, Step B (3.02 g, 8.26 mmol) in THF (40 mL) and 10% aqueous HCl solution (40 mL) was allowed to stir at room temperature for 14 h. The solution was adjusted to pH 9 with 5N NaOH and extracted twice with CH2Cl2. The combined organic layers were washed with a saturated aqueous brine solution, dried over Na2SO4, filtered and concentrated under vacuum. Purification by silica gel chromatography employing 3-5% EtOAc/CH2Cl2 as the eluant afforded the compound of... Conditions: time 14 hour. The solvent is Cl (HCl), C1CCOC1 (THF). The reactants are CCOC(=O)C(=O)OCC, CCOCC, CC(C)[Mg+], [Cl-], Cl. The product is CCOC(=O)C(=O)C(C)C. Reaction SMILES: [C:6]([C:7]([O:9][CH2:8][CH3:10])=[O:11])(=[O:12])[O:13][CH2:14][CH3:15].[CH3:17][CH2:18][O:19][CH2:20][CH3:21].[CH:2]([CH3:3])([CH3:4])[Mg+:5].[Cl-:1].[ClH:16]>>[CH:2]([CH3:3])([CH3:4])[C:7]([C:6](=[O:12])[O:13][CH2:14][CH3:15])=[O:9].